This data is from the Open Reaction Database (ORD), a public repository of structured organic reaction records. The task is: describe an organic reaction: reactants, conditions, products, and yield Reactants: FC=1C=C(C=CC1)CCC1=NN=C(O1)C=1C=C(C(=CC1)N)NC1=CC=C(C=C1)OC (4-[5-[2-(3-fluorophenyl)ethyl]-1,3,4-oxadiazol-2-yl]-N2-(4-methoxyphenyl)benzene-1,2-diamine), N#CBr (cyanogen bromide), C(O)([O-])=O.[Na+] (sodium hydrogen carbonate). Solvent: C(C)O (ethanol). Product: FC=1C=C(C=CC1)CCC1=NN=C(O1)C=1C=CC2=C(N(C(=N2)N)C2=CC=C(C=C2)OC)C1 (6-[5-[2-(3-fluorophenyl)ethyl]-1,3,4-oxadiazol-2-yl]-1-(4-methoxyphenyl)-1H-benzimidazol-2-amine). The yield is 61.8%. RXN SMILES: [F:1][C:2]1[CH:3]=[C:4]([CH2:8][CH2:9][C:10]2[O:14][C:13]([C:15]3[CH:16]=[C:17]([NH:22][C:23]4[CH:28]=[CH:27][C:26]([O:29][CH3:30])=[CH:25][CH:24]=4)[C:18]([NH2:21])=[CH:19][CH:20]=3)=[N:12][N:11]=2)[CH:5]=[CH:6][CH:7]=1.[N:31]#[C:32]Br.C(=O)([O-])O.[Na+]>C(O)C>[F:1][C:2]1[CH:3]=[C:4]([CH2:8][CH2:9][C:10]2[O:14][C:13]([C:15]3[CH:20]=[CH:19][C:18]4[N:21]=[C:32]([NH2:31])[N:22]([C:23]5[CH:24]=[CH:25][C:26]([O:29][CH3:30])=[CH:27][CH:28]=5)[C:17]=4[CH:16]=3)=[N:12][N:11]=2)[CH:5]=[CH:6][CH:7]=1 |f:2.3|. Reported procedure: A solution of 4-[5-[2-(3-fluorophenyl)ethyl]-1,3,4-oxadiazol-2-yl]-N2-(4-methoxyphenyl)benzene-1,2-diamine (0.20 g, 0.49 mmol) and cyanogen bromide (0.11 g, 1.03 mmol) in ethanol (5 mL) was stirred at 60° C. for 4 hr. After cooling, saturated aqueous sodium hydrogen carbonate solution was added to the reaction mixture, and the mixture was extracted with ethyl acetate. The organic layer was washed with saturated brine, dried over anhydrous magnesium sulfate and concentrated under reduced pressure... The reactants are C(=O)=O (carbon dioxide), C(C)(C)(C)OC(=O)N1CC2=C(CC1)N=CS2 (5-tert-butoxycarbonyl-4,5,6,7-tetrahydrothiazolo[5,4-c]pyridine), aqueous solution, [OH-].[Na+] (sodium hydroxide), C(C)OCC (diethyl ether). Run in O1CCCC1 (tetrahydrofuran), C(CCC)[Li] (n-butyllithium). Run at time 30 minute. Yields the product C(C)(C)(C)OC(=O)N1CC2=C(CC1)N=C(S2)C(=O)O (5-tert-Butoxycarbonyl-4,5,6,7-tetrahydrothiazolo[5,4-c]-pyridine-2-carboxylic acid). RXN SMILES: [C:1]([O:5][C:6]([N:8]1[CH2:13][CH2:12][C:11]2[N:14]=[CH:15][S:16][C:10]=2[CH2:9]1)=[O:7])([CH3:4])([CH3:3])[CH3:2].[C:17](=[O:19])=[O:18].[OH-].[Na+].C(OCC)C>O1CCCC1.C([Li])CCC>[C:1]([O:5][C:6]([N:8]1[CH2:13][CH2:12][C:11]2[N:14]=[C:15]([C:17]([OH:19])=[O:18])[S:16][C:10]=2[CH2:9]1)=[O:7])([CH3:4])([CH3:2])[CH3:3] |f:2.3|. Procedure: To a solution of 5-tert-butoxycarbonyl-4,5,6,7-tetrahydrothiazolo[5,4-c]pyridine (845 mg) in absolute tetrahydrofuran (20 ml), n-butyllithium (1.65N hexane solution, 2.13 ml) was added dropwise at −78° C., and the mixture was stirred for 30 minutes with ice cooling. After passing carbon dioxide gas into the reaction mixture at −78° C. for 1 hour, the reaction mixture was warmed to room temperature. A 5N aqueous solution of sodium hydroxide and diethyl ether were added to the reaction mixture to ... Reactants: CC(C)(C)OC(=O)N(Cc1ccc(C(=O)OCc2ccccc2)cc1)Cc1ccc(C(F)(F)F)cc1, CCO. Yields the product CC(C)(C)OC(=O)N(Cc1ccc(C(=O)O)cc1)Cc1ccc(C(F)(F)F)cc1. Reaction SMILES: [C:1]([CH3:2])([CH3:3])([CH3:4])[O:5][C:6](=[O:7])[N:8]([CH2:9][c:10]1[cH:11][cH:12][c:13]([C:16]([F:17])([F:18])[F:19])[cH:14][cH:15]1)[CH2:20][c:21]1[cH:22][cH:23][c:24]([C:25](=[O:26])[O:27][CH2:28][c:29]2[cH:30][cH:31][cH:32][cH:33][cH:34]2)[cH:35][cH:36]1.[CH3:37][CH2:38][OH:39]>>[C:1]([CH3:2])([CH3:3])([CH3:4])[O:5][C:6](=[O:7])[N:8]([CH2:9][c:10]1[cH:11][cH:12][c:13]([C:16]([F:17])([F:18])[F:19])[cH:14][cH:15]1)[CH2:20][c:21]1[cH:22][cH:23][c:24]([C:25](=[O:26])[OH:27])[cH:35][cH:36]1.